From a dataset of the Open Reaction Database (ORD), a public repository of structured organic reaction records. describe an organic reaction: reactants, conditions, products, and yield Starting materials: C1(=CC=CC2=CC=CC=C12)C(=O)CC#N (1-Naphthoylacetonitrile), NN (hydrazine). Solvent: C(C)O (ethanol). Yields the product C1(=CC=CC2=CC=CC=C12)C1=NNC(=C1)N (3-(1-naphthyl)-1H-pyrazol-5-amine). As a reaction SMILES: [C:1]1([C:11]([CH2:13][C:14]#[N:15])=O)[C:10]2[C:5](=[CH:6][CH:7]=[CH:8][CH:9]=2)[CH:4]=[CH:3][CH:2]=1.[NH2:16][NH2:17]>C(O)C>[C:1]1([C:11]2[CH:13]=[C:14]([NH2:15])[NH:17][N:16]=2)[C:10]2[C:5](=[CH:6][CH:7]=[CH:8][CH:9]=2)[CH:4]=[CH:3][CH:2]=1. Reported procedure: 1-Naphthoylacetonitrile (161 mg, 0.825 mmol) and hydrazine (0.11 mL, 3.5 mmol) are heated in ethanol (1.1 mL) at 70° C. in a sealed vial for 60 hr. The reaction is cooled to room temperature and the solvent is removed. The crude material is taken up in 5 ml of ethyl acetate and washed with water and brine. The organic layer is concentrated in vacuo to give 3-(1-naphthyl)-1H-pyrazol-5-amine which is dissolved in acetic acid (0.375 mL, 6.60 mmol). Diethyl ethoxymethylenemalonate (0.182 mL, 0.907 m...